From a dataset of the Open Reaction Database (ORD), a public repository of structured organic reaction records. describe an organic reaction: reactants, conditions, products, and yield Reactants: COC([O-])=O.C(C)[N+](C)(C)C (ethyltrimethylammonium methyl carbonate), C1(\C=C/C(=O)O1)=O (maleic anhydride). The solvent is O (water). Yields the product C(\C=C/C(=O)[O-])(=O)[O-].C(C)[N+](C)(C)C.C(C)[N+](C)(C)C (ethyltrimethylammonium maleate). Yield: 139.8%. As a reaction SMILES: CO[C:3](=[O:5])[O-:4].[CH2:6]([N+:8]([CH3:11])([CH3:10])[CH3:9])[CH3:7].C1(=O)[O:17][C:15](=[O:16])[CH:14]=[CH:13]1>O>[C:3]([O-:4])(=[O:5])/[CH:13]=[CH:14]\[C:15]([O-:17])=[O:16].[CH2:6]([N+:8]([CH3:11])([CH3:10])[CH3:9])[CH3:7].[CH2:6]([N+:8]([CH3:11])([CH3:10])[CH3:9])[CH3:7] |f:0.1,4.5.6|. Procedure details: By following the same procedure as Example 20 (2nd step) except that 7.8 g of ethyltrimethylammonium methyl carbonate, 7.8 g of water, and 4.7 g of maleic anhydride were used, 9.7 g (yield of 99.9%) of ethyltrimethylammonium maleate was obtained. The content of monomethyl maleate was less than 0.1% and the contents of impurity ions were all less than 1 ppm. Reactants: N#Cc1ccc(Oc2ccc3c(c2)COB3O)c(O)c1, C1COCCO1, CO, Cl, [Na+], [OH-]. Yields the product O=C(O)c1ccc(Oc2ccc3c(c2)COB3O)c(O)c1. Reaction SMILES: [C:1](#[N:2])[c:3]1[cH:4][c:5]([OH:20])[c:6]([O:7][c:8]2[cH:9][cH:10][c:11]3[c:12]([cH:17]2)[CH2:13][O:14][B:15]3[OH:16])[cH:18][cH:19]1.[CH2:26]1[O:27][CH2:28][CH2:29][O:30][CH2:31]1.[CH3:24][OH:25].[ClH:23].[Na+:22].[OH-:21]>>[C:1]([c:3]1[cH:4][c:5]([OH:20])[c:6]([O:7][c:8]2[cH:9][cH:10][c:11]3[c:12]([cH:17]2)[CH2:13][O:14][B:15]3[OH:16])[cH:18][cH:19]1)(=[O:21])[OH:25]. Starting materials: Cl.ClC1=C2CN(CC2=C(C=C1)OC)NC1=CC=NC=C1 (2,3-dihydro-4-chloro-7-methoxy-N-(4-pyridinyl)-1H-isoindol-2-amine hydrochloride), B(Br)(Br)Br (boron tribromide), CO (Methanol). The solvent is ClCCl (dichloromethane). Run at time 3 day. Product: Br.Br.ClC1=C2CN(CC2=C(C=C1)O)NC1=CC=NC=C1 (2,3-Dihydro-4-chloro-2-(4-pyridinylamino)-1H-isoindol-7-ol dihydrobromide). The yield is 79.0%. RXN SMILES: Cl.[Cl:2][C:3]1[CH:11]=[CH:10][C:9]([O:12]C)=[C:8]2[C:4]=1[CH2:5][N:6]([NH:14][C:15]1[CH:20]=[CH:19][N:18]=[CH:17][CH:16]=1)[CH2:7]2.B(Br)(Br)[Br:22].CO>ClCCl>[BrH:22].[BrH:22].[Cl:2][C:3]1[CH:11]=[CH:10][C:9]([OH:12])=[C:8]2[C:4]=1[CH2:5][N:6]([NH:14][C:15]1[CH:20]=[CH:19][N:18]=[CH:17][CH:16]=1)[CH2:7]2 |f:0.1,5.6.7|. Procedure details: To a solution of 2,3-dihydro-4-chloro-7-methoxy-N-(4-pyridinyl)-1H-isoindol-2-amine hydrochloride (1.12 g) in dichloromethane (10 mL) was added boron tribromide (1.0 mL ) at 0° C. The solution was warmed to ambient temperature and stirred for 3 days. Methanol was added, and the mixture was filtered to give 1.2 g (79%) of product, mp>240° C. (decomp).